Dataset: the Open Reaction Database (ORD), a public repository of structured organic reaction records. Task: describe an organic reaction: reactants, conditions, products, and yield Reactants: C(C)(=O)C=1C=CC(=C(C1)S(=O)(=O)N)F (5-acetyl-2-fluorobenzenesulphonamide), N (ammonia). The solvent is C(C)O (ethanol), C(C)O (ethanol). Yields the product C(C)(=O)C=1C=CC(=C(C1)S(=O)(=O)N)N (5-Acetyl-2-aminobenzenesulphonamide). RXN SMILES: [C:1]([C:4]1[CH:5]=[CH:6][C:7](F)=[C:8]([S:10]([NH2:13])(=[O:12])=[O:11])[CH:9]=1)(=[O:3])[CH3:2].[NH3:15]>C(O)C>[C:1]([C:4]1[CH:5]=[CH:6][C:7]([NH2:15])=[C:8]([S:10]([NH2:13])(=[O:12])=[O:11])[CH:9]=1)(=[O:3])[CH3:2]. Reported procedure: A solution of 5-acetyl-2-fluorobenzenesulphonamide (0.5 g) in ethanol (40 ml) saturated with ammonia was heated at 100° in a bomb overnight. Concentration of the resultant solution yielded a yellow crystalline solid, 0.4 g, m.p. 263°-264° (from ethanol).